Dataset: the Open Reaction Database (ORD), a public repository of structured organic reaction records. Task: describe an organic reaction: reactants, conditions, products, and yield The reactants are [Si](C)(C)(C(C)(C)C)OC1C=C(CC1)CP(OC(C)C)=O (Isopropyl [3-(t-butyldimethylsilyloxy)cyclopentenyl]methylphosphinate). Reagents/catalysts: [Pd] (palladium on carbon). The solvent is CO (methanol). Yields the product [Si](C)(C)(C(C)(C)C)O[C@H]1C[C@H](CC1)CP(OC(C)C)=O ((±)-cis-Isopropyl [3-(t-butyldimethylsilyloxy)cyclopentanyl]methylphosphinate). Reaction SMILES: [Si:1]([O:8][CH:9]1[CH2:13][CH2:12][C:11]([CH2:14][PH:15](=[O:20])[O:16][CH:17]([CH3:19])[CH3:18])=[CH:10]1)([C:4]([CH3:7])([CH3:6])[CH3:5])([CH3:3])[CH3:2]>CO.[Pd]>[Si:1]([O:8][C@@H:9]1[CH2:13][CH2:12][C@H:11]([CH2:14][PH:15](=[O:20])[O:16][CH:17]([CH3:18])[CH3:19])[CH2:10]1)([C:4]([CH3:7])([CH3:6])[CH3:5])([CH3:3])[CH3:2]. Procedure: A solution of isopropyl (3-t-butyldimethylsilyloxycyclopentenyl)methylphosphinate (4) (3.4 g, 10.7 mmol) in methanol (30 cm3) was hydrogenated over palladium on carbon (50 mg) at 40 psi for 3 h. The catalyst was removed by filtration through celite which was washed with methanol (3×30 cm3). The solvent was removed in vacuo to yield the desired product in quantitative yield (>90% cis isomer (5) by nmr spectroscopy). Which was used in the next step without further purification (3.4g, 99%) (data fo...